Dataset: the Open Reaction Database (ORD), a public repository of structured organic reaction records. Task: describe an organic reaction: reactants, conditions, products, and yield Starting materials: C(C)(C)(C)OC(=O)N1CCC(CC1)C1=NC=NC2=CC(=C(C=C12)F)OCCCN1CCN(CC1)C (4-{6-Fluoro-7-[3-(4-methyl-piperazin-1-yl)-propoxy]-quinazolin-4-yl}-piperidine-1-carboxylic acid tert-butyl ester), Cl.[N+](=O)([O-])C1=CC=C(C=C1)OC(NC1=CC=C(C=C1)N1CCOCC1)=O ((4-morpholin-4-yl-phenyl)-carbamic acid 4-nitro-phenyl ester hydrochloride). Yields the product N1(CCOCC1)C1=CC=C(C=C1)NC(=O)N1CCC(CC1)C1=NC=NC2=CC(=C(C=C12)F)OCCCN1CCN(CC1)C (4-{6-Fluoro-7-[3-(4-methyl-piperazin-1-yl)-propoxy]-quinazolin-4-yl}-piperidine-1-carboxylic acid (4-morpholin-4-yl-phenyl)-amide). Reaction SMILES: C(O[C:6]([N:8]1[CH2:13][CH2:12][CH:11]([C:14]2[C:23]3[C:18](=[CH:19][C:20]([O:25][CH2:26][CH2:27][CH2:28][N:29]4[CH2:34][CH2:33][N:32]([CH3:35])[CH2:31][CH2:30]4)=[C:21]([F:24])[CH:22]=3)[N:17]=[CH:16][N:15]=2)[CH2:10][CH2:9]1)=[O:7])(C)(C)C.Cl.[N+](C1C=CC(OC(=O)[NH:48][C:49]2[CH:54]=[CH:53][C:52]([N:55]3[CH2:60][CH2:59][O:58][CH2:57][CH2:56]3)=[CH:51][CH:50]=2)=CC=1)([O-])=O>>[N:55]1([C:52]2[CH:51]=[CH:50][C:49]([NH:48][C:6]([N:8]3[CH2:9][CH2:10][CH:11]([C:14]4[C:23]5[C:18](=[CH:19][C:20]([O:25][CH2:26][CH2:27][CH2:28][N:29]6[CH2:30][CH2:31][N:32]([CH3:35])[CH2:33][CH2:34]6)=[C:21]([F:24])[CH:22]=5)[N:17]=[CH:16][N:15]=4)[CH2:12][CH2:13]3)=[O:7])=[CH:54][CH:53]=2)[CH2:56][CH2:57][O:58][CH2:59][CH2:60]1 |f:1.2|. Procedure details: The title compound was prepared from 4-{6-Fluoro-7-[3-(4-methyl-piperazin-1-yl)-propoxy]-quinazolin-4-yl}-piperidine-1-carboxylic acid tert-butyl ester, prepared in the previous step, and (4-morpholin-4-yl-phenyl)-carbamic acid 4-nitro-phenyl ester hydrochloride, prepared as described in Example 66a, using essentially the protocol given for Example 170c. 1H-NMR (400 MHz, CDCl3) δ 9.14 (s, 1H), 7.74 (d, 1H), 7.44 (d, 1H), 7.27 (m, 2H), 6.88 (m, 2H), 6.32 (s, 1H), 4.27 (m, 4H), 3.86 (m, 4H), 3.54 ... The reactants are CC=1C=CC(=C(C1)CS(=O)C1=[N+](C=CC=C1)[O-])[N+](=O)[O-] (2-[[(5-Methyl-2-nitrophenyl) methyl]sulfinyl]pyridine-N-oxide), C(C)(=O)OO (peracetic acid). Run in C(C)(=O)O (acetic acid). Run at temperature 60 celsius, time 8 hour. Product: [N+](=O)([O-])C1=C(C=C(C=C1)C)CS(=O)(=O)C1=[N+](C=CC=C1)[O-] (2-[[(2-nitro-5-methylphenyl)methyl]sulfonyl]pyridine-N-oxide). As a reaction SMILES: [CH3:1][C:2]1[CH:3]=[CH:4][C:5]([N+:18]([O-:20])=[O:19])=[C:6]([CH2:8][S:9]([C:11]2[CH:16]=[CH:15][CH:14]=[CH:13][N+:12]=2[O-:17])=[O:10])[CH:7]=1.C(OO)(=[O:23])C>C(O)(=O)C>[N+:18]([C:5]1[CH:4]=[CH:3][C:2]([CH3:1])=[CH:7][C:6]=1[CH2:8][S:9]([C:11]1[CH:16]=[CH:15][CH:14]=[CH:13][N+:12]=1[O-:17])(=[O:23])=[O:10])([O-:20])=[O:19]. Procedure: Five grams [5.0 g (0.02 mole)] of 2-[[(5-Methyl-2-nitrophenyl) methyl]sulfinyl]pyridine-N-oxide, was slurried in 30 ml of glacial acetic acid. The slurry was stirred while 3.6 g of 40% peracetic acid (1.11 mole) was added dropwise. After addition, the mixture was heated to 60° C. for 4 hours, allowed to cool and stirred at room temperature overnight. Excess peracetic acid was destroyed using NaHSO3. The mixture was neutralized with K2CO3 solution, and the solid was filtered and washed with water... Reactants: Cl.ClCC1=NC=CC=C1F (2-(chloromethyl)-3-fluoropyridine hydrochloride), N1C(C2(C3=CC=CC=C13)C1=C(OC2)C=C2OCCC2=C1)=O (5,6-dihydrospiro[benzo[1,2-b:5,4-b′]difuran-3,3′-indol]-2′(1′H)-one), BrCC1OCCCC1 (2-(bromomethyl)tetrahydro-2H-pyran), N1C([C@]2(C3=CC=CC=C13)COC1=CC3=C(OCCO3)C=C12)=O ((8S)-2,3-dihydrospiro[furo[2,3-g][1,4]benzodioxine-8,3′-indol]-2′(1′H)-one). The product is FC=1C(=NC=CC1)CN1C([C@]2(C3=CC=CC=C13)COC1=CC3=C(OCCO3)C=C12)=O ((8S)-1′-[(3-fluoropyridin-2-yl)methyl]-2,3-dihydrospiro[furo[2,3-g][1,4]benzodioxine-8,3′-indol]-2′(1′H)-one). RXN SMILES: Cl.Cl[CH2:3][C:4]1[C:9]([F:10])=[CH:8][CH:7]=[CH:6][N:5]=1.BrCC1CCCCO1.[NH:19]1[C:27]2[C:22](=[CH:23][CH:24]=[CH:25][CH:26]=2)[C@@:21]2([C:39]3[C:30](=[CH:31][C:32]4[O:37][CH2:36][CH2:35][O:34][C:33]=4[CH:38]=3)[O:29][CH2:28]2)[C:20]1=[O:40].N1C2C(=CC=CC=2)C2(COC3C=C4C(=CC2=3)CCO4)C1=O>>[F:10][C:9]1[C:4]([CH2:3][N:19]2[C:27]3[C:22](=[CH:23][CH:24]=[CH:25][CH:26]=3)[C@@:21]3([C:39]4[C:30](=[CH:31][C:32]5[O:37][CH2:36][CH2:35][O:34][C:33]=5[CH:38]=4)[O:29][CH2:28]3)[C:20]2=[O:40])=[N:5][CH:6]=[CH:7][CH:8]=1 |f:0.1|. Procedure: Following the procedure as described in EXAMPLE 4 and making non-critical variations using 2-(chloromethyl)-3-fluoropyridine hydrochloride to replace 2-(bromomethyl)tetrahydro-2H-pyran, and (8S)-2,3-dihydrospiro[furo[2,3-g][1,4]benzodioxine-8,3′-indol]-2′(1′H)-one to replace 5,6-dihydrospiro[benzo[1,2-b:5,4-b′]difuran-3,3′-indol]-2′(1′H)-one, (8S)-1′-[(3-fluoropyridin-2-yl)methyl]-2,3-dihydrospiro[furo[2,3-g][1,4]benzodioxine-8,3′-indol]-2′(1′H)-one was obtained (33%) as a colorless solid: mp 12... Reactants: N1=CNC2=C1C=CC(=C2)N (benzimidazol-5-amine), ClC1=CC2=C(SC=C2CBr)C=C1 ((5-chlorobenzo[b]thiophen-3-yl)methylbromide), C(=O)([O-])[O-].[K+].[K+] (K2CO3). The product is ClC1=CC2=C(SC=C2CN(C2=CC3=C(NC=N3)C=C2)CC=2C3=C(SC2)C=CC(=C3)Cl)C=C1 (N,N-Bis((5-chlorobenzo[b]thiophen-3-yl)methyl)-1H-benzo[d]imidazol-5-amine). RXN SMILES: [N:1]1[C:5]2[CH:6]=[CH:7][C:8]([NH2:10])=[CH:9][C:4]=2[NH:3][CH:2]=1.[Cl:11][C:12]1[CH:22]=[CH:21][C:15]2[S:16][CH:17]=[C:18]([CH2:19]Br)[C:14]=2[CH:13]=1.C([O-])([O-])=O.[K+].[K+]>>[Cl:11][C:12]1[CH:22]=[CH:21][C:15]2[S:16][CH:17]=[C:18]([CH2:19][N:10]([CH2:19][C:18]3[C:14]4[CH:13]=[C:12]([Cl:11])[CH:22]=[CH:21][C:15]=4[S:16][CH:17]=3)[C:8]3[CH:7]=[CH:6][C:5]4[NH:1][CH:2]=[N:3][C:4]=4[CH:9]=3)[C:14]=2[CH:13]=1 |f:2.3.4|. Procedure details: The compound was synthesized starting from benzimidazol-5-amine (133 mg; 1 mmol; 1 eq.), (5-chlorobenzo[b]thiophen-3-yl)methylbromide (576 mg; 2.2 mmol; 2.2 eq.) and K2CO3 (304 mg; 2.2 mmol; 2.2 eq.) according to method 5; Yield: 0.187 g (37.9%); MS m/z: 494.4/496.5 [M+H]+; 1H-NMR (500 MHz, DMSO d6): δ 4.84 (s, 4H); 6.90-6.92 (m, 2H); 7.37-7.39 (m, 3H); 7.51 (s, 2H); 7.88 (d, 2H); 7.94-7.96 (m, 2H); 7.98 (s, 1H); 12.00 (br s, 1H); HPLC (METHOD [A]): rt 19.77 min (100%) Starting materials: CCc1nc2cccnc2[nH]1, ClC(Cl)Cl, O=C(OO)c1cccc(Cl)c1, N, O=P(Cl)(Cl)Cl. The product is CCc1nc2c(Cl)ccnc2[nH]1. As a reaction SMILES: [CH2:1]([CH3:2])[c:3]1[n:4][c:5]2[c:6]([n:7][cH:8][cH:9][cH:10]2)[nH:11]1.[CH:29]([Cl:30])([Cl:31])[Cl:32].[Cl:12][c:13]1[cH:14][cH:15][cH:16][c:17]([C:18]([O:19][OH:20])=[O:21])[cH:22]1.[NH3:28].[P:23]([Cl:24])([Cl:25])([Cl:26])=[O:27]>>[CH2:1]([CH3:2])[c:3]1[n:4][c:5]2[c:6]([n:7][cH:8][cH:9][c:10]2[Cl:12])[nH:11]1. Reactants: C(C)(C)(C)C1=NN2C(N=CC(=C2)C#C[Si](C)(C)C)=N1 (2-tert-Butyl-6-trimethylsilanylethynyl-[1,2,4]triazolo[1,5-a]pyrimidine), ClC=1C=NC=C(C1)I (3-chloro-5-iodopyridine). The product is C(C)(C)(C)C1=NN2C(N=CC(=C2)C#CC=2C=NC=C(C2)Cl)=N1 (2-tert-Butyl-6-(5-chloro-pyridin-3-ylethynyl)-[1,2,4]triazolo[1,5-a]pyrimidine). RXN SMILES: [C:1]([C:5]1[N:19]=[C:8]2[N:9]=[CH:10][C:11]([C:13]#[C:14][Si](C)(C)C)=[CH:12][N:7]2[N:6]=1)([CH3:4])([CH3:3])[CH3:2].[Cl:20][C:21]1[CH:22]=[N:23][CH:24]=[C:25](I)[CH:26]=1>>[C:1]([C:5]1[N:19]=[C:8]2[N:9]=[CH:10][C:11]([C:13]#[C:14][C:25]3[CH:24]=[N:23][CH:22]=[C:21]([Cl:20])[CH:26]=3)=[CH:12][N:7]2[N:6]=1)([CH3:4])([CH3:3])[CH3:2]. Procedure details: The title compound, a light yellow solid, MS: m/e=312.2/314.1 (M+H+), can be prepared in accordance with the general method of example 43, step 2 from 2-tert-butyl-6-trimethylsilanylethynyl-[1,2,4]triazolo[1,5-a]pyrimidine (example 43, step 1) and 3-chloro-5-iodopyridine. Starting materials: NC(C(=O)O)CC(F)(F)F (2-Amino-4,4,4-trifluorobutanoic acid), Cl (HCl), C(C)O (ethanol). Run at temperature 85 celsius, time 4 hour. Product: [Cl-].C(C)OC(C(CC(F)(F)F)[NH3+])=O (1-Ethoxy-4,4,4-trifluoro-1-oxobutan-2-aminium chloride). Reaction SMILES: [NH2:1][CH:2]([CH2:6][C:7]([F:10])([F:9])[F:8])[C:3]([OH:5])=[O:4].[ClH:11].[CH2:12](O)[CH3:13]>>[Cl-:11].[CH2:12]([O:4][C:3](=[O:5])[CH:2]([NH3+:1])[CH2:6][C:7]([F:10])([F:9])[F:8])[CH3:13] |f:3.4|. Reported procedure: 2-Amino-4,4,4-trifluorobutanoic acid (11.7 g, 52.8 mmol) was added to a saturated solution of HCl in ethanol (100 mL) and heated to 85° C. After 4 h, the mixture was allowed to cool to ambient temperature and concentrated. MS 186.0 (M+1). Run at time 2 hour. The solvent is O (water). RXN SMILES: [Cl:1][C:2]1[CH:7]=[CH:6][C:5]([N:8]2[CH:13]([C:14]3[CH:19]=[CH:18][C:17]([S:20][CH3:21])=[CH:16][CH:15]=3)[CH2:12][CH2:11][CH2:10][C:9]2=[O:22])=[CH:4][CH:3]=1.C(Cl)Cl.S(Cl)(Cl)(=O)=[O:27].C(=O)([O-])O.[Na+]>O>[Cl:1][C:2]1[CH:7]=[CH:6][C:5]([N:8]2[CH:13]([C:14]3[CH:15]=[CH:16][C:17]([S:20]([CH3:21])=[O:27])=[CH:18][CH:19]=3)[CH2:12][CH2:11][CH2:10][C:9]2=[O:22])=[CH:4][CH:3]=1 |f:3.4|. The reactants are C(O)([O-])=O.[Na+] (sodium hydrogen carbonate), ClC1=CC=C(C=C1)N1C(CCCC1C1=CC=C(C=C1)SC)=O (1-(4-chlorophenyl)-6-(4-methylthiophenyl)-2-piperidone), C(Cl)Cl (methylene chloride), S(=O)(=O)(Cl)Cl (sulfuryl chloride). Procedure details: To a stirred mixture of 7.7 g of 1-(4-chlorophenyl)-6-(4-methylthiophenyl)-2-piperidone, 80 ml of methylene chloride, 3 g of silica gel, and 2.2 g of water was added 3.44 g of sulfuryl chloride at 15° to 25° C., and the mixture was stirred at 15° to 25° C. for 2 hours. The reaction mixture was poured into a cold aqueous sodium hydrogen carbonate solution. The methylene chloride solution was washed with a saturated aqueous sodium chloride solution, dried, and concentrated. The residue was purifie... Yields the product ClC1=CC=C(C=C1)N1C(CCCC1C1=CC=C(C=C1)S(=O)C)=O (1-(4-chlorophenyl)-6-(4-methylsulfinylphenyl)-2-piperidone). Isolated yield 95.3%. Reactants: CCOCCCN, CCCC(NC(=O)Cc1cc(F)cc(F)c1)C(=O)Nc1cn(CCOS(C)(=O)=O)cn1. Yields the product CCCC(NC(=O)Cc1cc(F)cc(F)c1)C(=O)Nc1cn(CCNCCCOCC)cn1. As a reaction SMILES: [CH2:32]([CH3:33])[O:34][CH2:35][CH2:36][CH2:37][NH2:38].[F:1][c:2]1[cH:3][c:4]([CH2:9][C:10](=[O:11])[NH:12][CH:13]([C:14](=[O:15])[NH:16][c:17]2[n:18][cH:19][n:20]([CH2:22][CH2:23][O:24][S:25]([CH3:26])(=[O:27])=[O:28])[cH:21]2)[CH2:29][CH2:30][CH3:31])[cH:5][c:6]([F:8])[cH:7]1>>[F:1][c:2]1[cH:3][c:4]([CH2:9][C:10](=[O:11])[NH:12][CH:13]([C:14](=[O:15])[NH:16][c:17]2[n:18][cH:19][n:20]([CH2:22][CH2:23][NH:38][CH2:37][CH2:36][CH2:35][O:34][CH2:32][CH3:33])[cH:21]2)[CH2:29][CH2:30][CH3:31])[cH:5][c:6]([F:8])[cH:7]1.